Dataset: the Open Reaction Database (ORD), a public repository of structured organic reaction records. Task: describe an organic reaction: reactants, conditions, products, and yield The reactants are CCCS, [H-], Nc1nc(Cl)nc2c1ncn2Cc1ccccc1, [Na+], CN(C)C=O. Yields the product CCCSc1nc(N)c2ncn(Cc3ccccc3)c2n1. Reaction SMILES: [CH2:3]([CH2:4][CH3:5])[SH:6].[H-:1].[NH2:7][c:8]1[c:9]2[n:10][cH:11][n:12]([CH2:18][c:19]3[cH:20][cH:21][cH:22][cH:23][cH:24]3)[c:13]2[n:14][c:15]([Cl:17])[n:16]1.[Na+:2].[O:25]=[CH:26][N:27]([CH3:28])[CH3:29]>>[CH2:3]([CH2:4][CH3:5])[S:6][c:15]1[n:14][c:13]2[c:9]([c:8]([NH2:7])[n:16]1)[n:10][cH:11][n:12]2[CH2:18][c:19]1[cH:20][cH:21][cH:22][cH:23][cH:24]1. As a reaction SMILES: [N+:1]([C:4]1[CH:9]=[CH:8][CH:7]=[CH:6][C:5]=1[C:10]1[CH:15]=[CH:14][CH:13]=[CH:12][CH:11]=1)([O-:3])=[O:2].Cl[S:17]([OH:20])(=[O:19])=[O:18]>>[N+:1]([C:4]1[CH:9]=[CH:8][CH:7]=[CH:6][C:5]=1[C:10]1[C:11]([S:17]([OH:20])(=[O:19])=[O:18])=[CH:12][CH:13]=[CH:14][CH:15]=1)([O-:3])=[O:2]. Reported procedure: 2′-Nitrobiphenyl (5 g) was added slowly to chlorosulfonic acid (25 mL) at room temperature and stirring was continued for 2 hours. The mixture was carefully dripped into ice water and extracted with DCM. The solvent was evaporated and the residue purified by column chromatography (petrol/ethyl acetate) to give the title compound as a yellow oil. Conditions: time 2 hour. Reactants: [N+](=O)([O-])C1=C(C=CC=C1)C1=CC=CC=C1 (2′-Nitrobiphenyl), ClS(=O)(=O)O (chlorosulfonic acid), ice water. Product: [N+](=O)([O-])C1=C(C=CC=C1)C=1C(=CC=CC1)S(=O)(=O)O (2′-Nitrobiphenyl sulfonic acid).